Dataset: the Open Reaction Database (ORD), a public repository of structured organic reaction records. Task: describe an organic reaction: reactants, conditions, products, and yield Reactants: Cl (hydrochloric acid), [OH-].[K+] (potassium hydroxide), C(CC)N1C(N(C=2NC(=NC2C1=O)C(CC1=CC=C(OCC(=O)OCC)C=C1)C)CCC)=O ((+)-2-[4-[2-(2,3,6,9-tetrahydro-1,3-dipropyl 2,6-dioxo-1H-purin-8-yl)propyl]phenoxy]acetic acid, ethyl ester). Run in O (water), C(C)O (ethanol), O (water). Reaction conditions: time 3 hour. The product is C(CC)N1C(N(C=2NC(=NC2C1=O)C(CC1=CC=C(OCC(=O)O)C=C1)C)CCC)=O ((+)-2-[ 4-[2-(2,3,6,9-Tetrahydro-1,3-dipropyl-2,6-dioxo-1H-purin-8-yl)propyl]phenoxy]acetic acid). Isolated yield 72.0%. Reaction SMILES: [CH2:1]([N:4]1[C:12](=[O:13])[C:11]2[N:10]=[C:9]([CH:14]([CH3:29])[CH2:15][C:16]3[CH:28]=[CH:27][C:19]([O:20][CH2:21][C:22]([O:24]CC)=[O:23])=[CH:18][CH:17]=3)[NH:8][C:7]=2[N:6]([CH2:30][CH2:31][CH3:32])[C:5]1=[O:33])[CH2:2][CH3:3].[OH-].[K+].Cl>C(O)C.O>[CH2:1]([N:4]1[C:12](=[O:13])[C:11]2[N:10]=[C:9]([CH:14]([CH3:29])[CH2:15][C:16]3[CH:28]=[CH:27][C:19]([O:20][CH2:21][C:22]([OH:24])=[O:23])=[CH:18][CH:17]=3)[NH:8][C:7]=2[N:6]([CH2:30][CH2:31][CH3:32])[C:5]1=[O:33])[CH2:2][CH3:3] |f:1.2|. Reported procedure: Dissolve (+)-2-[4-[2-(2,3,6,9-tetrahydro-1,3-dipropyl 2,6-dioxo-1H-purin-8-yl)propyl]phenoxy]acetic acid, ethyl ester (0.49 g, 1.07 mmol) in ethanol (10 mL) and treat with a solution of potassium hydroxide (0.072 g, 1.29 mmol) in water (10 mL). Stir for 3 hours, then dilute with water (200 mL) and acidify with 10% hydrochloric acid. Extract into chloroform (2×400 mL), then ether (400 mL) and dry (MgSO4). Evaporate the solvent in vacuo to give the title compound as a white solid (0.33 g, 72%); [α...